This data is from the Open Reaction Database (ORD), a public repository of structured organic reaction records. The task is: describe an organic reaction: reactants, conditions, products, and yield The yield is 99535.8%. Product: OC1=CC=C(C=C1)C1=C(C(C(O1)(C)C)=O)C1=CC=NC=C1 (5-(4-hydroxyphenyl)-2,2-dimethyl-4-(pyridin-4-yl)furan-3(2H)-one). Run at time 1 hour. Reactants: C(C1=CC=CC=C1)OC1=CC=C(C=C1)C1=C(C(C(O1)(C)C)=O)C1=CC=NC=C1 (5-(4-(benzyloxy)phenyl)-2,2-dimethyl-4-(pyridin-4-yl)furan-3(2H)-one), Pd (OH)2. RXN SMILES: C([O:8][C:9]1[CH:14]=[CH:13][C:12]([C:15]2[O:19][C:18]([CH3:21])([CH3:20])[C:17](=[O:22])[C:16]=2[C:23]2[CH:28]=[CH:27][N:26]=[CH:25][CH:24]=2)=[CH:11][CH:10]=1)C1C=CC=CC=1>CO>[OH:8][C:9]1[CH:10]=[CH:11][C:12]([C:15]2[O:19][C:18]([CH3:20])([CH3:21])[C:17](=[O:22])[C:16]=2[C:23]2[CH:28]=[CH:27][N:26]=[CH:25][CH:24]=2)=[CH:13][CH:14]=1. Run in CO (MeOH). Procedure details: To a stirred solution of 5-(4-(benzyloxy)phenyl)-2,2-dimethyl-4-(pyridin-4-yl)furan-3(2H)-one (620 mg, 0.001 mmol) in MeOH (15 mL) was added Pd (OH)2 (120 mg, 0.85 mmol) at RT under an inert atmosphere. The reaction mixture was stirred under a hydrogen atmosphere for 1 h. The reaction mixture was then filtered through a pad of Celite® and the filtrate was concentrated in vacuo to obtain the crude product. The crude material was purified via silica gel column chromatography to afford 5-(4-hydroxy...